Dataset: the Open Reaction Database (ORD), a public repository of structured organic reaction records. Task: describe an organic reaction: reactants, conditions, products, and yield Reactants: SC1=C2N=CN(C2=NC=N1)[C@H]1[C@@H](O)[C@H](O)[C@H](O1)CO (6-mercapto-9-(β-D-arabinofuranosyl)purine), CI (methyl iodide), C([O-])([O-])=O.[K+].[K+] (potassium carbonate). Run in CS(=O)C (dimethyl sulphoxide). The product is CSC1=C2N=CN(C2=NC=N1)[C@H]1[C@@H](O)[C@H](O)[C@H](O1)CO (6-methylthio-9-(β-D-arabinofuranosyl)purine). As a reaction SMILES: [SH:1][C:2]1[N:10]=[CH:9][N:8]=[C:7]2[C:3]=1[N:4]=[CH:5][N:6]2[C@@H:11]1[O:17][C@H:16]([CH2:18][OH:19])[C@@H:14]([OH:15])[C@@H:12]1[OH:13].CI.[C:22](=O)([O-])[O-].[K+].[K+]>CS(C)=O>[CH3:22][S:1][C:2]1[N:10]=[CH:9][N:8]=[C:7]2[C:3]=1[N:4]=[CH:5][N:6]2[C@@H:11]1[O:17][C@H:16]([CH2:18][OH:19])[C@@H:14]([OH:15])[C@@H:12]1[OH:13] |f:2.3.4|. Reported procedure: 6-mercapto-9-(β-D-arabinofuranosyl)purine is reacted at room temperature with methyl iodide in dimethyl sulphoxide in the presence of anhydrous potassium carbonate to give 6-methylthio-9-(β-D-arabinofuranosyl)purine, m.p. 99°-101° C. The reactants are C(CC(=O)C)(=O)OC (methyl acetoacetate), C(CCCCC)=C1C(CCC1)=O (hexylidene cyclopentanone), [Na] (sodium). Solvent: CO (methanol). Product: crude product, C(CCCC)C1CC(C=C2CCCC12)=O (5-pentylbicyclo [4.3.0] non-1en-3-one). The yield is 57.5%. Reaction SMILES: [CH:1](=[C:7]1[CH2:11][CH2:10][CH2:9][C:8]1=O)[CH2:2][CH2:3][CH2:4][CH2:5][CH3:6].[Na].C(OC)(=O)[CH2:15][C:16]([CH3:18])=[O:17]>CO>[CH2:2]([CH:1]1[CH:7]2[C:8]([CH2:9][CH2:10][CH2:11]2)=[CH:18][C:16](=[O:17])[CH2:15]1)[CH2:3][CH2:4][CH2:5][CH3:6] |^1:12|. Reported procedure: The procedure of Example 1 is repeated with 98.5 g (0.59 mol) of hexylidene cyclopentanone, 1.61 g (0.072 g-atom) of sodium, 82 g (0.71 mol) of methyl acetoacetate, and 300 ml of methanol. The crude product is fractionated giving 70 g (bp 117°-123° C. at 0.5 mm) of 5-pentylbicyclo [4.3.0] non-1en-3-one having the structure: ##STR9## Starting materials: C(=O)([O-])[O-].[K+].[K+] (K2CO3), C(#N)C1=CC=C(C=C1)C=1OC=C(N1)CCNC(C(F)(F)F)=O (N-(2-(2-(4-cyanophenyl)oxazol-4-yl)ethyl)-2,2,2-trifluoroacetamide). The solvent is CO (methanol), O (water), O (water). Reaction conditions: time 3 hour. Product: NCCC=1N=C(OC1)C1=CC=C(C#N)C=C1 (4-(4-(2-aminoethyl)oxazol-2-yl)benzonitrile). Isolated yield 76.6%. RXN SMILES: C([O-])([O-])=O.[K+].[K+].[C:7]([C:9]1[CH:14]=[CH:13][C:12]([C:15]2[O:16][CH:17]=[C:18]([CH2:20][CH2:21][NH:22]C(=O)C(F)(F)F)[N:19]=2)=[CH:11][CH:10]=1)#[N:8]>CO.O>[NH2:22][CH2:21][CH2:20][C:18]1[N:19]=[C:15]([C:12]2[CH:13]=[CH:14][C:9]([C:7]#[N:8])=[CH:10][CH:11]=2)[O:16][CH:17]=1 |f:0.1.2|. Reported procedure: K2CO3 (0.20 g, 1.45 mmol) was added portionwise to a solution of N-(2-(2-(4-cyanophenyl)oxazol-4-yl)ethyl)-2,2,2-trifluoroacetamide (0.15 g, 0.49 mmol) in dry methanol:water (10 mL, 7:3 v/v). The reaction mixture was stirred at room temperature for 3 h and then diluted with water. The crude product was extracted with chloroform. The organic layer was dried over anhydrous Na2SO4 and concentrated under reduced pressure to get 4-(4-(2-aminoethyl)oxazol-2-yl)benzonitrile (80 mg), which was used for ... The reactants are Cl (HCl), C(C)(C)(C)OC([C@@H](N)CC1=CC=C(C=C1)O)=O (L-tyrosine O-t-butyl ester), C(=O)(O)[O-].[Na+] (NaHCO3), C1CC(=O)N(C1=O)OC(=O)OCC2C3=CC=CC=C3C4=CC=CC=C24 (9-fluorenylmethyl-N-succinimidyl carbonate). The solvent is O1CCOCC1.O (1,4-dioxane water). Reaction conditions: time 18 hour. The product is C1=CC=CC=2C3=CC=CC=C3C(C12)COC(=O)N[C@@H](CC1=CC=C(C=C1)O)C(=O)O (N-(9-fluorenylmethoxycarbonyl)-L-tyrosine). Isolated yield 114.2%. Reaction SMILES: C([O:5][C:6](=[O:17])[C@H:7]([CH2:9][C:10]1[CH:15]=[CH:14][C:13]([OH:16])=[CH:12][CH:11]=1)[NH2:8])(C)(C)C.C([O-])(O)=O.[Na+].C1C(=O)N([O:30][C:31]([O:33][CH2:34][CH:35]2[C:47]3[C:42](=[CH:43][CH:44]=[CH:45][CH:46]=3)[C:41]3[C:36]2=[CH:37][CH:38]=[CH:39][CH:40]=3)=O)C(=O)C1.Cl>O1CCOCC1.O>[CH:46]1[C:47]2[CH:35]([CH2:34][O:33][C:31]([NH:8][C@H:7]([C:6]([OH:5])=[O:17])[CH2:9][C:10]3[CH:11]=[CH:12][C:13]([OH:16])=[CH:14][CH:15]=3)=[O:30])[C:36]3[C:41](=[CH:40][CH:39]=[CH:38][CH:37]=3)[C:42]=2[CH:43]=[CH:44][CH:45]=1 |f:1.2,5.6|. Reported procedure: To a stirring suspension of L-tyrosine O-t-butyl ester (1.00 g, 4.21 mmol) and NaHCO3 (354 mg, 4.21 mmol) in 1,4-dioxane/water (1:1, 20 mL) was added 9-fluorenylmethyl-N-succinimidyl carbonate (1.42 g, 4.21 mmol) and the resulting mixture was stirred for 18 hr at room temperature. The solvent was reduced to 10 mL followed by the addition of 50 mL of cold 1N HCl. The product was extracted with ethyl acetate (3×). The organic extracts were washed with H2O and saturated aqueous NaCl then dried over... Starting materials: COC=1C=C2C=CC(=C(C2=CC1)C(C1=CC=C(C=C1)OCCN1CCCCC1)=O)OS(=O)(=O)C(F)(F)F (trifluoromethanesulfonic acid 6-methoxy-1-[4-(2-piperidin-1-yl-ethoxy)-benzoyl]-naphthalen-2-yl ester), FC1=C(C(=CC(=C1)F)F)B(O)O (2,4,6-trifluorophenylboronic acid), P(=O)([O-])([O-])[O-].[K+].[K+].[K+] (potassium phosphate). The reagents and catalysts are C=1C=CC(=CC1)[P](C=2C=CC=CC2)(C=3C=CC=CC3)[Pd]([P](C=4C=CC=CC4)(C=5C=CC=CC5)C=6C=CC=CC6)([P](C=7C=CC=CC7)(C=8C=CC=CC8)C=9C=CC=CC9)[P](C=1C=CC=CC1)(C=1C=CC=CC1)C=1C=CC=CC1 (tetrakis(triphenylphosphine)palladium). Run in CN(C=O)C (dimethylformamide). Reaction conditions: temperature 100 celsius. Product: COC=1C=C2C=CC(=C(C2=CC1)C(=O)C1=CC=C(C=C1)OCCN1CCCCC1)C1=C(C=C(C=C1F)F)F ([6-Methoxy-2-(2,4,6-trifluoro-phenyl)-naphthalen-1-yl]-[4-(2-piperidin-1-yl-ethoxy)-phenyl]-methanone). Isolated yield 92.7%. RXN SMILES: [CH3:1][O:2][C:3]1[CH:4]=[C:5]2[C:10](=[CH:11][CH:12]=1)[C:9]([C:13](=[O:29])[C:14]1[CH:19]=[CH:18][C:17]([O:20][CH2:21][CH2:22][N:23]3[CH2:28][CH2:27][CH2:26][CH2:25][CH2:24]3)=[CH:16][CH:15]=1)=[C:8](OS(C(F)(F)F)(=O)=O)[CH:7]=[CH:6]2.[F:38][C:39]1[CH:44]=[C:43]([F:45])[CH:42]=[C:41]([F:46])[C:40]=1B(O)O.P([O-])([O-])([O-])=O.[K+].[K+].[K+]>CN(C)C=O.C1C=CC([P]([Pd]([P](C2C=CC=CC=2)(C2C=CC=CC=2)C2C=CC=CC=2)([P](C2C=CC=CC=2)(C2C=CC=CC=2)C2C=CC=CC=2)[P](C2C=CC=CC=2)(C2C=CC=CC=2)C2C=CC=CC=2)(C2C=CC=CC=2)C2C=CC=CC=2)=CC=1>[CH3:1][O:2][C:3]1[CH:4]=[C:5]2[C:10](=[CH:11][CH:12]=1)[C:9]([C:13]([C:14]1[CH:19]=[CH:18][C:17]([O:20][CH2:21][CH2:22][N:23]3[CH2:24][CH2:25][CH2:26][CH2:27][CH2:28]3)=[CH:16][CH:15]=1)=[O:29])=[C:8]([C:40]1[C:39]([F:38])=[CH:44][C:43]([F:45])=[CH:42][C:41]=1[F:46])[CH:7]=[CH:6]2 |f:2.3.4.5,^1:66,68,87,106|. Procedure details: Dissolve trifluoromethanesulfonic acid 6-methoxy-1-[4-(2-piperidin-1-yl-ethoxy)-benzoyl]-naphthalen-2-yl ester (752 mg, 1.4 mmol), 2,4,6-trifluorophenylboronic acid (493 mg, 2.8 mmol), potassium phosphate (1.8 g, 8.4 mmol)) and tetrakis(triphenylphosphine)palladium (324 mg, 0.3 mmol) in dry dimethylformamide (DMF, 25 mL) and heat at 100° C. for 20 minutes. Purify reaction on an SCX column to yield 674 mg (93%) of the title compound. Mass spectrum (ion spray): m/z=520.2 (M+H). The reactants are COC(=O)c1ccc(Cn2cnc3ccc([N+](=O)[O-])cc32)c(OC)c1, CCO, CCOC(C)=O, [Cl-], O, O. The product is COC(=O)c1ccc(Cn2cnc3ccc(N)cc32)c(OC)c1. As a reaction SMILES: [CH3:1][O:2][c:3]1[cH:4][c:5]([C:6](=[O:7])[O:8][CH3:9])[cH:10][cH:11][c:12]1[CH2:13][n:14]1[cH:15][n:16][c:17]2[c:18]1[cH:19][c:20]([N+:23]([O-:24])=[O:25])[cH:21][cH:22]2.[CH3:29][CH2:30][OH:31].[CH3:32][CH2:33][O:34][C:35](=[O:36])[CH3:37].[Cl-:28].[OH2:26].[OH2:27]>>[CH3:1][O:2][c:3]1[cH:4][c:5]([C:6](=[O:7])[O:8][CH3:9])[cH:10][cH:11][c:12]1[CH2:13][n:14]1[cH:15][n:16][c:17]2[c:18]1[cH:19][c:20]([NH2:23])[cH:21][cH:22]2. The reactants are C(C1=CC=CC=C1)(=O)N[C@@H](CC(C)C)C(=O)O (benzoylleucine), CCN=C=NCCCN(C)C.Cl (EDCl), C=1C=CC2=C(C1)N=NN2O (HOBt), NCC1N(CCC1)CC1=CC=C(C=C1)Cl (2-(aminomethyl)-1-(4-chlorobenzyl)pyrrolidine). Solvent: ClCCl (dichloromethane), C(Cl)(Cl)Cl (chloroform), C(C)N(CC)CC (triethylamine). Run at temperature 25 celsius, time 16 hour. Yields the product C(C1=CC=CC=C1)(=O)N[C@@H](CC(C)C)C(=O)NCC1N(CCC1)CC1=CC=C(C=C1)Cl (2-[(N-benzoylleucyl)aminomethyl]-1-(4-chlorobenzyl)pyrrolidine). Reaction SMILES: CCN=C=NCCCN(C)C.Cl.C1C=CC2N(O)N=NC=2C=1.[NH2:23][CH2:24][CH:25]1[CH2:29][CH2:28][CH2:27][N:26]1[CH2:30][C:31]1[CH:36]=[CH:35][C:34]([Cl:37])=[CH:33][CH:32]=1.[C:38]([NH:46][C@H:47]([C:52](O)=[O:53])[CH2:48][CH:49]([CH3:51])[CH3:50])(=[O:45])[C:39]1[CH:44]=[CH:43][CH:42]=[CH:41][CH:40]=1>ClCCl.C(Cl)(Cl)Cl.C(N(CC)CC)C>[C:38]([NH:46][C@H:47]([C:52]([NH:23][CH2:24][CH:25]1[CH2:29][CH2:28][CH2:27][N:26]1[CH2:30][C:31]1[CH:32]=[CH:33][C:34]([Cl:37])=[CH:35][CH:36]=1)=[O:53])[CH2:48][CH:49]([CH3:50])[CH3:51])(=[O:45])[C:39]1[CH:44]=[CH:43][CH:42]=[CH:41][CH:40]=1 |f:0.1|. Procedure: EDCl (23 mg), HOBt (16.2 mg) and triethylamine (15.2 μL) were added to a chloroform (1 mL) solution of 2-(aminomethyl)-1-(4-chlorobenzyl)pyrrolidine (22.5 mg, 0.10 mmol) and dl-benzoylleucine (0.12 mL), and the resulting mixture was stirred at 25° C. for 16 hours. The reaction mixture was diluted with dichloromethane (0.5 mL), washed with a 2 M aqueous solution of NaOH (0.75 mL×2), filtered through a PTFE membrane, thereby dried and concentrated to provide 2-[(N-benzoylleucyl)aminomethyl]-1-(4-c...